The task is: describe an organic reaction: reactants, conditions, products, and yield. This data is from the Open Reaction Database (ORD), a public repository of structured organic reaction records. The reactants are O=C1c2ccccc2C(=O)N1CCCBr, O=C([O-])[O-], COc1cc2nccc(O)c2cc1OC, CN(C)C=O, CCOC(C)=O, [K+], [K+], CN(C)C=O, C1CCOC1, O. Yields the product COc1cc2nccc(OCCCN3C(=O)c4ccccc4C3=O)c2cc1OC. Reaction SMILES: [Br:16][CH2:17][CH2:18][CH2:19][N:20]1[C:21](=[O:30])[c:22]2[c:23]([cH:26][cH:27][cH:28][cH:29]2)[C:24]1=[O:25].[C:31](=[O:32])([O-:33])[O-:34].[CH3:1][O:2][c:3]1[cH:4][c:5]2[c:6]([OH:15])[cH:7][cH:8][n:9][c:10]2[cH:11][c:12]1[O:13][CH3:14].[CH3:42][N:43]([CH3:44])[CH:45]=[O:46].[CH3:52][CH2:53][O:54][C:55](=[O:56])[CH3:57].[K+:35].[K+:36].[O:37]=[CH:38][N:39]([CH3:40])[CH3:41].[O:47]1[CH2:48][CH2:49][CH2:50][CH2:51]1.[OH2:58]>>[CH3:1][O:2][c:3]1[cH:4][c:5]2[c:6]([O:15][CH2:17][CH2:18][CH2:19][N:20]3[C:21](=[O:30])[c:22]4[c:23]([cH:26][cH:27][cH:28][cH:29]4)[C:24]3=[O:25])[cH:7][cH:8][n:9][c:10]2[cH:11][c:12]1[O:13][CH3:14]. The reactants are C#Cc1ccc(C(C)(C)C)cc1, CC(C)(C)c1cccc(C#C[Si](C)(C)C)c1, CO, [K+], [OH-]. Product: C#Cc1cccc(C(C)(C)C)c1. RXN SMILES: [C:1]([c:2]1[cH:3][cH:4][c:5]([C:6]#[CH:7])[cH:8][cH:9]1)([CH3:10])([CH3:11])[CH3:12].[CH3:13][Si:14]([CH3:15])([CH3:16])[C:17]#[C:18][c:19]1[cH:20][c:21]([C:25]([CH3:26])([CH3:27])[CH3:28])[cH:22][cH:23][cH:24]1.[CH3:31][OH:32].[K+:30].[OH-:29]>>[CH:17]#[C:18][c:19]1[cH:20][c:21]([C:25]([CH3:26])([CH3:27])[CH3:28])[cH:22][cH:23][cH:24]1. Starting materials: O (water), ClC=1C=CC=C2CC(C(C12)=O)C (7-Chloro-2-methyl-1-indanone), O (water), CC1=C(C=CC=C1)B(O)O (2-methylphenylboronic acid), C([O-])([O-])=O.[Na+].[Na+] (sodium carbonate). The reagents and catalysts are C(C)(=O)[O-].[Pd+2].C(C)(=O)[O-] (palladium acetate). Run in C(CO)O (ethylene glycol). Conditions: temperature 125 celsius, time 2 hour. Product: CC1C(C2=C(C=CC=C2C1)C1=C(C=CC=C1)C)=O (2-methyl-7-(2-methylphenyl)-1-indanone). Isolated yield 80.8%. Reaction SMILES: Cl[C:2]1[CH:3]=[CH:4][CH:5]=[C:6]2[C:10]=1[C:9](=[O:11])[CH:8]([CH3:12])[CH2:7]2.[CH3:13][C:14]1[CH:19]=[CH:18][CH:17]=[CH:16][C:15]=1B(O)O.C(=O)([O-])[O-].[Na+].[Na+].O>C(O)CO.C([O-])(=O)C.[Pd+2].C([O-])(=O)C>[CH3:12][CH:8]1[CH2:7][C:6]2[C:10](=[C:2]([C:15]3[CH:16]=[CH:17][CH:18]=[CH:19][C:14]=3[CH3:13])[CH:3]=[CH:4][CH:5]=2)[C:9]1=[O:11] |f:2.3.4,7.8.9|. Procedure: Using a method similar to Example 16 d), 2.0 g (0.011 mol) of (1), 1.82 g (0.013 mol) of 2-methylphenylboronic acid and 2.6 g (24.6 mmol) of sodium carbonate were placed in 55 ml of ethylene glycol/5 ml of water in the reaction vessel, the mixture was degassed a number of times and saturated with argon. After addition of 18 mg (0.09 mmol) of palladium acetate and 0.15 g (0.27 mmol) of TMSPP, the reaction mixture was stirred for 2 hours at 125° C. After addition of 60 ml of water, the aqueous pha... The reactants are COc1ccccc1, CCOC(C)=O, COc1ccc(CSC2CC(C(=O)N3CCC(n4ccnc4)C3)N(C(=O)OCc3ccc([N+](=O)[O-])cc3)C2)cc1, [Na+], O=S(=O)(O)C(F)(F)F, O=C([O-])O, O=C(O)C(F)(F)F. The product is O=C(C1CC(S)CN1C(=O)OCc1ccc([N+](=O)[O-])cc1)N1CCC(n2ccnc2)C1. RXN SMILES: [CH3:54][O:55][c:56]1[cH:57][cH:58][cH:59][cH:60][cH:61]1.[CH3:69][CH2:70][O:71][C:72](=[O:73])[CH3:74].[CH3:9][O:10][c:11]1[cH:12][cH:13][c:14]([CH2:15][S:16][CH:17]2[CH2:18][CH:19]([C:35](=[O:36])[N:37]3[CH2:38][CH:39]([n:42]4[cH:43][n:44][cH:45][cH:46]4)[CH2:40][CH2:41]3)[N:20]([C:22](=[O:23])[O:24][CH2:25][c:26]3[cH:27][cH:28][c:29]([N+:32](=[O:33])[O-:34])[cH:30][cH:31]3)[CH2:21]2)[cH:47][cH:48]1.[Na+:49].[OH:1][S:2]([C:3]([F:4])([F:5])[F:6])(=[O:7])=[O:8].[OH:50][C:51](=[O:52])[O-:53].[OH:62][C:63]([C:64]([F:65])([F:66])[F:67])=[O:68]>>[SH:16][CH:17]1[CH2:18][CH:19]([C:35](=[O:36])[N:37]2[CH2:38][CH:39]([n:42]3[cH:43][n:44][cH:45][cH:46]3)[CH2:40][CH2:41]2)[N:20]([C:22](=[O:23])[O:24][CH2:25][c:26]2[cH:27][cH:28][c:29]([N+:32](=[O:33])[O-:34])[cH:30][cH:31]2)[CH2:21]1. Reactants: CC1(OB(OC1(C)C)C1=C(C=CC=C1)OC1=CC=C(C=C1)[N+](=O)[O-])C (4,4,5,5-tetramethyl-2-(2-(4-nitrophenoxy)phenyl)-1,3,2-dioxaborolane), C(C)(=O)[O-].[K+] (potassium acetate), CC1(OB(OC1(C)C)C1=C(C=CC=C1)OC1=CC=C(C=C1)[N+](=O)[O-])C (4,4,5,5-tetramethyl-2-(2-(4-nitrophenoxy)phenyl)-1,3,2-dioxaborolane), ClC1=NC(=NC=C1)N (4-chloropyrimidin-2-amine), C(C)#N (ACN). As a reaction SMILES: CC1(C)C(C)(C)OB([C:9]2[CH:14]=[CH:13][CH:12]=[CH:11][C:10]=2[O:15][C:16]2[CH:21]=[CH:20][C:19]([N+:22]([O-:24])=[O:23])=[CH:18][CH:17]=2)O1.C([O-])(=O)C.[K+].Cl[C:32]1[CH:37]=[CH:36][N:35]=[C:34]([NH2:38])[N:33]=1.C(#N)C>C(Cl)Cl.O>[N+:22]([C:19]1[CH:18]=[CH:17][C:16]([O:15][C:10]2[CH:11]=[CH:12][CH:13]=[CH:14][C:9]=2[C:32]2[CH:37]=[CH:36][N:35]=[C:34]([NH2:38])[N:33]=2)=[CH:21][CH:20]=1)([O-:24])=[O:23] |f:1.2|. Reaction conditions: temperature 85 celsius. Reported procedure: The compound of step 1 (0.034 g, 0.054 mmol), potassium acetate (0.26 g, 2.7 mmol), 4,4,5,5-tetramethyl-2-(2-(4-nitrophenoxy)phenyl)-1,3,2-dioxaborolane (0.460 g, 1.3 mmol), and 4-chloropyrimidin-2-amine (0.17 g, 1.3 mmol) were combined in a sealed tube under nitrogen, to which 7 nL ACN and water (0.73 ml, 40 mmol) were added. The reaction was sealed and heated to 85° C. overnight. The reaction was diluted with DCM and water, and extracted 2× with DCM. The combined organics were dried over anhyd... Solvent: O (water), C(Cl)Cl (DCM), O (water). The product is [N+](=O)([O-])C1=CC=C(OC2=C(C=CC=C2)C2=NC(=NC=C2)N)C=C1 (4-(2-(4-nitrophenoxy)phenyl)pyrimidin-2-amine).